From a dataset of the Open Reaction Database (ORD), a public repository of structured organic reaction records. describe an organic reaction: reactants, conditions, products, and yield Starting materials: ClC1=NC(=CC=C1C(=O)N([C@@H]1CN(C[C@@H](C1)C(=O)N1CCOCC1)C(=O)OC(C)(C)C)CC(C)C)C(F)(F)F (tert-butyl (3S,5R)-3-[{[2-chloro-6-(trifluoromethyl)pyridin-3-yl]carbonyl}(2-methylpropyl)amino]-5-(morpholin-4-ylcarbonyl)piperidine-1-carboxylate), C(C)(C)N(CC)C(C)C (diisopropylethylamine), COCCCN (3-methoxypropylamine). Run in CC(C)O (2-propanol). Run at temperature 80 celsius, time 15 hour. The product is COCCCNC1=NC(=CC=C1C(=O)N([C@@H]1CNC[C@@H](C1)C(=O)N1CCOCC1)CC(C)C)C(F)(F)F (2-[(3-methoxypropyl)amino]-N-(2-methylpropyl)-N-[(3S,5R)-5-(morpholin-4-ylcarbonyl)piperidin-3-yl]-6-(trifluoromethyl)pyridine-3-carboxamide). RXN SMILES: Cl[C:2]1[C:7]([C:8]([N:10]([CH2:32][CH:33]([CH3:35])[CH3:34])[C@H:11]2[CH2:16][C@@H:15]([C:17]([N:19]3[CH2:24][CH2:23][O:22][CH2:21][CH2:20]3)=[O:18])[CH2:14][N:13](C(OC(C)(C)C)=O)[CH2:12]2)=[O:9])=[CH:6][CH:5]=[C:4]([C:36]([F:39])([F:38])[F:37])[N:3]=1.C(N(C(C)C)CC)(C)C.[CH3:49][O:50][CH2:51][CH2:52][CH2:53][NH2:54]>CC(O)C>[CH3:49][O:50][CH2:51][CH2:52][CH2:53][NH:54][C:2]1[C:7]([C:8]([N:10]([CH2:32][CH:33]([CH3:34])[CH3:35])[C@H:11]2[CH2:16][C@@H:15]([C:17]([N:19]3[CH2:20][CH2:21][O:22][CH2:23][CH2:24]3)=[O:18])[CH2:14][NH:13][CH2:12]2)=[O:9])=[CH:6][CH:5]=[C:4]([C:36]([F:38])([F:37])[F:39])[N:3]=1. Procedure details: To a solution of tert-butyl (3S,5R)-3-[{[2-chloro-6-(trifluoromethyl)pyridin-3-yl]carbonyl}(2-methylpropyl)amino]-5-(morpholin-4-ylcarbonyl)piperidine-1-carboxylate (40 mg) and diisopropylethylamine (37 μl) in 2-propanol (3 ml) was added 3-methoxypropylamine (23 μl) and the mixture was stirred at 80° C. for 15 hr. The reaction mixture was concentrated under reduced pressure, saturated aqueous sodium hydrogen carbonate was added, and the mixture was extracted with ethyl acetate. The extract was d... As a reaction SMILES: [C:1](=[O:2])([CH3:3])[S:4][CH:5]1[CH2:6][CH:7]([C:23]#[N:24])[N:8]([C:10](=[O:11])[O:12][CH2:13][c:14]2[cH:15][cH:16][c:17]([N+:20](=[O:21])[O-:22])[cH:18][cH:19]2)[CH2:9]1.[C:28]([c:29]1[cH:30][cH:31][cH:32][cH:33][cH:34]1)([c:35]1[cH:36][cH:37][cH:38][cH:39][cH:40]1)([c:41]1[cH:42][cH:43][cH:44][cH:45][cH:46]1)[Cl:47].[CH3:25][O-:26].[CH3:48][OH:49].[CH3:55][CH2:56][O:57][C:58](=[O:59])[CH3:60].[Na+:27].[O:50]1[CH2:51][CH2:52][CH2:53][CH2:54]1>>[S:4]([CH:5]1[CH2:6][CH:7]([C:23]#[N:24])[N:8]([C:10](=[O:11])[O:12][CH2:13][c:14]2[cH:15][cH:16][c:17]([N+:20](=[O:21])[O-:22])[cH:18][cH:19]2)[CH2:9]1)[C:28]([c:29]1[cH:30][cH:31][cH:32][cH:33][cH:34]1)([c:35]1[cH:36][cH:37][cH:38][cH:39][cH:40]1)[c:41]1[cH:42][cH:43][cH:44][cH:45][cH:46]1. Starting materials: CC(=O)SC1CC(C#N)N(C(=O)OCc2ccc([N+](=O)[O-])cc2)C1, ClC(c1ccccc1)(c1ccccc1)c1ccccc1, C[O-], CO, CCOC(C)=O, [Na+], C1CCOC1. The product is N#CC1CC(SC(c2ccccc2)(c2ccccc2)c2ccccc2)CN1C(=O)OCc1ccc([N+](=O)[O-])cc1.